From a dataset of the Open Reaction Database (ORD), a public repository of structured organic reaction records. describe an organic reaction: reactants, conditions, products, and yield Starting materials: C(C)O (ethanol), FC(C=1C=C(COCC(CNC(CCC2=CC=NC=C2)=O)C2=CC=CC=C2)C=CC1C(F)(F)F)(F)F (N-[3-(3,4-bis(trifluoromethyl)benzyloxy)-2-phenylpropyl]-3-pyridin-4-ylpropionamide). The reagents and catalysts are [Pd].[C] (Pd carbon). Product: FC(C=1C=C(COCC(CNC(CCC=2C=NC=CC2)=O)C2=CC=CC=C2)C=C(C1)C(F)(F)F)(F)F (N-[3-(3,5-bis(trifluoromethyl)benzyloxy)-2-phenylpropyl]-3-pyridin-3-ylpropionamide), FC(C=1C=C(COCC(CNC(C=CC=2C=NC=CC2)=O)C2=CC=CC=C2)C=C(C1)C(F)(F)F)(F)F (N-[3-(3,5-bis(trifluoromethyl)benzyloxy)-2-phenylpropyl]-3-pyridin-3-ylacrylamide). The yield is 90.0%. RXN SMILES: [F:1][C:2]([F:36])([F:35])[C:3]1[CH:4]=[C:5]([CH:28]=[CH:29][C:30]=1C(F)(F)F)[CH2:6][O:7][CH2:8][CH:9]([C:22]1[CH:27]=[CH:26][CH:25]=[CH:24][CH:23]=1)[CH2:10][NH:11][C:12](=[O:21])[CH2:13][CH2:14]C1C=CN=CC=1.[CH2:37](O)[CH3:38]>[Pd].[C]>[F:1][C:2]([F:36])([F:35])[C:29]1[CH:28]=[C:5]([CH:4]=[C:3]([C:2]([F:1])([F:35])[F:36])[CH:30]=1)[CH2:6][O:7][CH2:8][CH:9]([C:22]1[CH:27]=[CH:26][CH:25]=[CH:24][CH:23]=1)[CH2:10][NH:11][C:12](=[O:21])[CH2:13][CH2:14][C:9]1[CH:10]=[N:11][CH:12]=[CH:37][CH:38]=1.[F:1][C:2]([F:36])([F:35])[C:29]1[CH:28]=[C:5]([CH:4]=[C:3]([C:2]([F:1])([F:35])[F:36])[CH:30]=1)[CH2:6][O:7][CH2:8][CH:9]([C:22]1[CH:27]=[CH:26][CH:25]=[CH:24][CH:23]=1)[CH2:10][NH:11][C:12](=[O:21])[CH:13]=[CH:14][C:9]1[CH:10]=[N:11][CH:12]=[CH:37][CH:38]=1 |f:2.3|. Procedure: In the same manner as in the case of synthesis of Compound 48, Compound 49 (3.61 g, 90%) was produced as crystals from Compound 46 (4.00 g, 7.8 mmol), 5% Pd-carbon catalyst (0.5 g) and ethanol (100 mL).